This data is from the Open Reaction Database (ORD), a public repository of structured organic reaction records. The task is: describe an organic reaction: reactants, conditions, products, and yield Reactants: C([O-])(O)=O.[Na+] (sodium bicarbonate), [I-].[Li+] (lithium iodide), C(C)C=1C(NC(NC1C(C1=CC(=CC(=C1)C)C)=O)=O)=O (5-ethyl-6-(3,5-dimethylbenzoyl)-2,4-pyrimidinedione), C(C)Br (ethyl bromide). Run in CN(C=O)C (dimethylformamide). Run at temperature 90 celsius, time 8 hour. Product: C1(C=CCC1)CCN1C(NC(C(=C1C(C1=CC(=CC(=C1)C)C)=O)CC)=O)=O (1-[2-(Cyclopent-2-en-1-yl)ethyl]-5-ethyl-6-(3,5-dimethylbenzoyl)-2,4-pyrimidinedione). Yield: 61.1%. Reaction SMILES: [C:1](=[O:4])(O)[O-].[Na+].[I-].[Li+].[CH2:8]([C:10]1[C:11](=[O:27])[NH:12][C:13](=O)[NH:14][C:15]=1[C:16](=[O:25])[C:17]1[CH:22]=[C:21]([CH3:23])[CH:20]=[C:19]([CH3:24])[CH:18]=1)[CH3:9].[CH2:28](Br)[CH3:29]>CN(C)C=O>[CH:28]1([CH2:29][CH2:13][N:14]2[C:15]([C:16](=[O:25])[C:17]3[CH:22]=[C:21]([CH3:23])[CH:20]=[C:19]([CH3:24])[CH:18]=3)=[C:10]([CH2:8][CH3:9])[C:11](=[O:27])[NH:12][C:1]2=[O:4])[CH2:15][CH2:10][CH:8]=[CH:9]1 |f:0.1,2.3|. Procedure: A mixture of sodium bicarbonate (0.10 g, 1.2 mmol) and lithium iodide (13 mg, 0.1 mmol) were added to dimethylformamide solution (10 ml) of 5-ethyl-6-(3,5-dimethylbenzoyl)-2,4-pyrimidinedione (0.27 g, 1.0 mmol) and 2-(cyclopent-2-en-yl))ethyl bromide (0.18 g, 1.0 mmol). And then, the reaction mixture was stirred at 90° C. for overnight, concentrated for removement of dimethylformamide, extracted with dichloromethane, dried, filtered and separated by column chromatography to give a desirable prod...